Dataset: the Open Reaction Database (ORD), a public repository of structured organic reaction records. Task: describe an organic reaction: reactants, conditions, products, and yield Starting materials: [Si](O)(O)(O)O.NC(=O)N.NC(=O)N (diurea silicate), C1N2CN3CN1CN(C2)C3 (hexamethylene tetramine). The product is [Si](O)(O)(O)O.NC(=O)N.NC(=O)N.C=O (formaldehyde diurea silicate). RXN SMILES: [Si:1]([OH:5])([OH:4])([OH:3])[OH:2].[NH2:6][C:7]([NH2:9])=[O:8].[NH2:10][C:11]([NH2:13])=[O:12].C1N2CN3CN(C2)CN1C3>>[Si:1]([OH:5])([OH:4])([OH:3])[OH:2].[NH2:6][C:7]([NH2:9])=[O:8].[NH2:10][C:11]([NH2:13])=[O:12].[CH2:7]=[O:8] |f:0.1.2,4.5.6.7|. Reported procedure: Clay is reacted with sulfuric acid, thereby producing metasilicic acid, which is recovered by filtration. About one mol of said metasilicic acid is mixed with 2 mols of urea, heated to 90° to 150° C. for 20 to 30 minutes, thereby producing white granules of diurea silicate. The said diurea silicate is added to an aqueous solution of hexamethylene tetramine in the ratio of 1:1.5 mols, heated to 70° to 110° C. for 20 to 90 minutes, thereby producing a clear thick solution of poly (formaldehyde diu... Reactants: C1(CCCCC1)N=C=NC1CCCCC1 (dicyclohexylcarbodimide), ON1C(CCC1=O)=O (N-hydroxysuccinimide), N[C@@H](CSCC1=CC=CC=C1)C(=O)N[C@@H](C(C)C)C(=O)N[C@@H](CC(C)C)C(=O)O (H-Cys(Bzl)-Val-Leu-OH), N([C@@H](CSCC1=CC=CC=C1)C(=O)N[C@@H](CO)C(=O)N[C@@H](CC(N)=O)C(=O)N[C@@H](CC(C)C)C(=O)N[C@@H](CO)C(=O)N[C@@H]([C@H](O)C)C(=O)O)C(=O)OC(C)(C)C (BOC-Cys(Bzl)-Ser-Asn-Leu-Ser-Thr-OH). Solvent: CN(C=O)C (dimethylformamide), CN(C=O)C (dimethylformamide), C(C)N(CC)CC (triethylamine), CN(C=O)C (dimethylformamide). Conditions: time 3 day. The product is N([C@@H](CSCC1=CC=CC=C1)C(=O)N[C@@H](CO)C(=O)N[C@@H](CC(N)=O)C(=O)N[C@@H](CC(C)C)C(=O)N[C@@H](CO)C(=O)N[C@@H]([C@H](O)C)C(=O)N[C@@H](CSCC1=CC=CC=C1)C(=O)N[C@@H](C(C)C)C(=O)N[C@@H](CC(C)C)C(=O)O)C(=O)OC(C)(C)C (BOC-Cys(Bzl)-Ser-Asn-Leu-Ser-Thr-Cys(Bzl)-Val-Leu-OH). Reaction SMILES: [NH2:1][C@H:2]([C:12]([NH:14][C@H:15]([C:19]([NH:21][C@H:22]([C:27]([OH:29])=[O:28])[CH2:23][CH:24]([CH3:26])[CH3:25])=[O:20])[CH:16]([CH3:18])[CH3:17])=[O:13])[CH2:3][S:4][CH2:5][C:6]1[CH:11]=[CH:10][CH:9]=[CH:8][CH:7]=1.[NH:30]([C:79]([O:81][C:82]([CH3:85])([CH3:84])[CH3:83])=[O:80])[C@H:31]([C:41]([NH:43][C@H:44]([C:47]([NH:49][C@H:50]([C:55]([NH:57][C@H:58]([C:63]([NH:65][C@H:66]([C:69]([NH:71][C@H:72]([C:76](O)=[O:77])[C@@H:73]([CH3:75])[OH:74])=[O:70])[CH2:67][OH:68])=[O:64])[CH2:59][CH:60]([CH3:62])[CH3:61])=[O:56])[CH2:51][C:52](=[O:54])[NH2:53])=[O:48])[CH2:45][OH:46])=[O:42])[CH2:32][S:33][CH2:34][C:35]1[CH:40]=[CH:39][CH:38]=[CH:37][CH:36]=1.ON1C(=O)CCC1=O.C1(N=C=NC2CCCCC2)CCCCC1>CN(C)C=O.C(N(CC)CC)C>[NH:30]([C:79]([O:81][C:82]([CH3:85])([CH3:84])[CH3:83])=[O:80])[C@H:31]([C:41]([NH:43][C@H:44]([C:47]([NH:49][C@H:50]([C:55]([NH:57][C@H:58]([C:63]([NH:65][C@H:66]([C:69]([NH:71][C@H:72]([C:76]([NH:1][C@H:2]([C:12]([NH:14][C@H:15]([C:19]([NH:21][C@H:22]([C:27]([OH:29])=[O:28])[CH2:23][CH:24]([CH3:25])[CH3:26])=[O:20])[CH:16]([CH3:18])[CH3:17])=[O:13])[CH2:3][S:4][CH2:5][C:6]1[CH:11]=[CH:10][CH:9]=[CH:8][CH:7]=1)=[O:77])[C@@H:73]([CH3:75])[OH:74])=[O:70])[CH2:67][OH:68])=[O:64])[CH2:59][CH:60]([CH3:62])[CH3:61])=[O:56])[CH2:51][C:52](=[O:54])[NH2:53])=[O:48])[CH2:45][OH:46])=[O:42])[CH2:32][S:33][CH2:34][C:35]1[CH:36]=[CH:37][CH:38]=[CH:39][CH:40]=1. Reported procedure: 3.90 g (6 mmols) of H-Cys(Bzl)-Val-Leu-OH, 1.15TFA are dissolved in freshly distilled dimethylformamide, treated with 4.48 g (5.5 mmols) of BOC-Cys(Bzl)-Ser-Asn-Leu-Ser-Thr-OH and stirred at room temperature until all is dissolved. The solution is then cooled to 0°C, 1.26 g (11 mmols) of N-hydroxysuccinimide and 0.98 ml of triethylamine in 45 ml of dimethylformamide are added, followed by cooling to -22°C and the addition of 1.13 g (5.5 mmols) of dicyclohexylcarbodimide in 10 ml of dimethylforma... Starting materials: N(=[N+]=[N-])CC=1C=NC=C(C1)OCC1=CC=CC=C1 (3-(azidomethyl)-5-(benzyloxy)pyridine), [H-].[H-].[H-].[H-].[Li+].[Al+3] (LiAlH4). Solvent: C1CCOC1 (THF). Product: C(C1=CC=CC=C1)OC=1C=C(C=NC1)CN ((5-(benzyloxy)pyridin-3-yl)methanamine). RXN SMILES: [N:1]([CH2:4][C:5]1[CH:6]=[N:7][CH:8]=[C:9]([O:11][CH2:12][C:13]2[CH:18]=[CH:17][CH:16]=[CH:15][CH:14]=2)[CH:10]=1)=[N+]=[N-].[H-].[H-].[H-].[H-].[Li+].[Al+3]>C1COCC1>[CH2:12]([O:11][C:9]1[CH:10]=[C:5]([CH2:4][NH2:1])[CH:6]=[N:7][CH:8]=1)[C:13]1[CH:14]=[CH:15][CH:16]=[CH:17][CH:18]=1 |f:1.2.3.4.5.6|. Procedure: To a stirring solution of 181 mg of 3-(azidomethyl)-5-(benzyloxy)pyridine in 6 mL of THF at 0° C. was added 80.6 mg (2.12 mmol) of LiAlH4. The ice bath was removed and stirring was continued with warming to r.t. After 30 min. the reaction was quenched by adding successively 160 μL of H2O, 160 μL of 15% aqueous NaOH, and 480 μL of brine. The mixture was filtered through Celite and concentrated. The crude product was used for the next reaction without further purification. Reaction SMILES: [C:10](=[O:11])([O-:12])[O-:13].[CH3:16][OH:17].[CH3:1][c:2]1[n:3][o:4][c:5]([C:7](=[O:8])[OH:9])[cH:6]1.[Cl:18][CH2:19][N:20]1[S:21](=[O:22])(=[O:23])[c:24]2[cH:25][c:26]([O:35][CH3:36])[cH:27][c:28]([CH:32]([CH3:33])[CH3:34])[c:29]2[C:30]1=[O:31].[Cs+:14].[Cs+:15].[OH2:37]>>[CH3:1][c:2]1[n:3][o:4][c:5]([C:7](=[O:8])[O:9][CH2:19][N:20]2[S:21](=[O:22])(=[O:23])[c:24]3[cH:25][c:26]([O:35][CH3:36])[cH:27][c:28]([CH:32]([CH3:33])[CH3:34])[c:29]3[C:30]2=[O:31])[cH:6]1. Starting materials: O=C([O-])[O-], CO, Cc1cc(C(=O)O)on1, COc1cc(C(C)C)c2c(c1)S(=O)(=O)N(CCl)C2=O, [Cs+], [Cs+], O. Yields the product COc1cc(C(C)C)c2c(c1)S(=O)(=O)N(COC(=O)c1cc(C)no1)C2=O. Starting materials: C(C)(=O)O (acetic acid), C(C)(C)(C)OC(=O)N1C(OC2(C1C(=O)OCC)CSCSC2)=S (3-tert.-butoxycarbonyl-4-ethoxycarbonyl-2-thioxo-1-oxa-7,9-dithia-3-azaspiro[4.5]decane), potassium tert.-butylate. The solvent is O1CCCC1 (tetrahydrofurane), O1CCCC1 (tetrahydrofurane), petroleum ether. Reaction conditions: temperature 20 celsius, time 3 hour. Product: C(C)(C)(C)OC(=O)NC(C(=O)OCC)=C1CSCSC1 (Ethyl α-tert.-butoxycarbonylamino-(4,5-dihydro-1,3-dithiin-5-ylidene)-acetate). The yield is 70.0%. Reaction SMILES: [C:1]([O:5][C:6]([N:8]1[CH:12]([C:13]([O:15][CH2:16][CH3:17])=[O:14])[C:11]2([CH2:22][S:21][CH2:20][S:19][CH2:18]2)OC1=S)=[O:7])([CH3:4])([CH3:3])[CH3:2].C(O)(=O)C>O1CCCC1>[C:1]([O:5][C:6]([NH:8][C:12](=[C:11]1[CH2:22][S:21][CH2:20][S:19][CH2:18]1)[C:13]([O:15][CH2:16][CH3:17])=[O:14])=[O:7])([CH3:2])([CH3:3])[CH3:4]. Procedure: A solution of potassium tert.-butylate (5.35 g) in tetrahydrofurane (40 cc) is cooled to -70° C. A solution of 3-tert.-butoxycarbonyl-4-ethoxycarbonyl-2-thioxo-1-oxa-7,9-dithia-3-azaspiro[4.5]decane (9 g) in tetrahydrofurane (40 cc) is added dropwise. The mixture is stirred for a further 3 hours, acetic acid (2.9 g) is then added and the reaction mixture is allowed to warm up to 20° C. The tetrahydrofurane is evaporated off under reduced pressure (20 mm Hg) at 30° C. The residue is dissolved in ... Starting materials: CC(C)(C)OC(=O)Nc1ccc(C(NC(=O)OC(C)(C)C)C(=O)O)cc1, COC(=O)c1csc(NC(=O)C(N)C(C)c2ccccc2)n1, CCN=C=NCCCN(C)C, ClCCl, Cl. Product: COC(=O)c1csc(NC(=O)C(NC(=O)C(NC(=O)OC(C)(C)C)c2ccc(NC(=O)OC(C)(C)C)cc2)C(C)c2ccccc2)n1. RXN SMILES: [C:1]([CH3:2])([CH3:3])([CH3:4])[O:5][C:6](=[O:7])[NH:8][CH:9]([C:10](=[O:11])[OH:12])[c:13]1[cH:14][cH:15][c:16]([NH:19][C:20](=[O:21])[O:22][C:23]([CH3:24])([CH3:25])[CH3:26])[cH:17][cH:18]1.[CH3:27][O:28][C:29](=[O:30])[c:31]1[n:32][c:33]([NH:36][C:37]([CH:38]([CH:39]([CH3:40])[c:41]2[cH:42][cH:43][cH:44][cH:45][cH:46]2)[NH2:47])=[O:48])[s:34][cH:35]1.[CH3:50][N:51]([CH3:52])[CH2:53][CH2:54][CH2:55][N:56]=[C:57]=[N:58][CH2:59][CH3:60].[Cl:61][CH2:62][Cl:63].[ClH:49]>>[C:1]([CH3:2])([CH3:3])([CH3:4])[O:5][C:6](=[O:7])[NH:8][CH:9]([C:10](=[O:11])[NH:47][CH:38]([C:37]([NH:36][c:33]1[n:32][c:31]([C:29]([O:28][CH3:27])=[O:30])[cH:35][s:34]1)=[O:48])[CH:39]([CH3:40])[c:41]1[cH:42][cH:43][cH:44][cH:45][cH:46]1)[c:13]1[cH:14][cH:15][c:16]([NH:19][C:20](=[O:21])[O:22][C:23]([CH3:24])([CH3:25])[CH3:26])[cH:17][cH:18]1.